Dataset: the Open Reaction Database (ORD), a public repository of structured organic reaction records. Task: describe an organic reaction: reactants, conditions, products, and yield Reported procedure: According to the procedure of example 11 (a) except substituting 5-bromo-2-(2-methoxy-4-propylphenoxy)pyridine by O,N,N-triBoc-2-(4-amino-2-fluorophenoxy)-5-bromophenol (0.62 mmol; 363 mg) and 3-butyn-1-ol by 3-ethynylthiophene (1.55 mmol; 153 μL), the title compound was obtained as a yellow solid (60%, 195 mg) after purification on silica gel (cyclohexane/ethyl acetate gradient). The yield is 60.0%. The product is C(=O)(OC(C)(C)C)OC1=C(C=CC(=C1)C#CC1=CSC=C1)OC1=C(C=C(C=C1)NC(=O)OC(C)(C)C)F (O,N-diBoc-2-(4-amino-2-fluorophenoxy)-5-(3-thienyl ethynyl)phenol), solid. Reactants: C(CC#C)O (3-butyn-1-ol), C(#C)C1=CSC=C1 (3-ethynylthiophene), ( a ), C(=O)(OC(C)(C)C)OC1=C(C=CC(=C1)Br)OC1=C(C=C(C=C1)N(C(=O)OC(C)(C)C)C(=O)OC(C)(C)C)F (O,N,N-triBoc-2-(4-amino-2-fluorophenoxy)-5-bromophenol). RXN SMILES: [C:1]([O:8][C:9]1[CH:14]=[C:13](Br)[CH:12]=[CH:11][C:10]=1[O:16][C:17]1[CH:22]=[CH:21][C:20]([N:23](C(OC(C)(C)C)=O)[C:24]([O:26][C:27]([CH3:30])([CH3:29])[CH3:28])=[O:25])=[CH:19][C:18]=1[F:38])([O:3][C:4]([CH3:7])([CH3:6])[CH3:5])=[O:2].C(O)CC#C.[C:44]([C:46]1[CH:50]=[CH:49][S:48][CH:47]=1)#[CH:45]>>[C:1]([O:8][C:9]1[CH:14]=[C:13]([C:45]#[C:44][C:46]2[CH:50]=[CH:49][S:48][CH:47]=2)[CH:12]=[CH:11][C:10]=1[O:16][C:17]1[CH:22]=[CH:21][C:20]([NH:23][C:24]([O:26][C:27]([CH3:28])([CH3:30])[CH3:29])=[O:25])=[CH:19][C:18]=1[F:38])([O:3][C:4]([CH3:7])([CH3:6])[CH3:5])=[O:2].